This data is from the Open Reaction Database (ORD), a public repository of structured organic reaction records. The task is: describe an organic reaction: reactants, conditions, products, and yield Starting materials: Cl.ClCCC1OC2=C(C(N(C1)C)=O)C=CC=N2 (2-(2-chloroethyl)-2,3-dihydro-4-methylpyrido[3,2-f]-1,4-oxazepin-5-(4H)-one hydrochloride), [OH-].[Na+] (sodium hydroxide), FC1=CC=C(C=C1)C(C1CCNCC1)C1=CC=C(C=C1)F (4-[bis(4-fluorophenyl)-methyl]piperidine). Run in C(Cl)(Cl)Cl (chloroform). Product: O.Cl.Cl.FC1=CC=C(C=C1)C(C1CCN(CC1)CCC1OC2=C(C(N(C1)C)=O)C=CC=N2)C2=CC=C(C=C2)F.FC2=CC=C(C=C2)C(C2=CC=C(C=C2)F)C2CCN(CC2)CCC2OC1=C(C(N(C2)C)=O)C=CC=N1.Cl.Cl (2-[2-[4-[Bis(4-fluorophenyl)methyl]-1-piperidinyl]ethyl]-2,3-dihydro-4-methylpyrido[3,2-f][1,4]oxazepin-5(4H)-one dihydrochloride hemihydrate). As a reaction SMILES: [ClH:1].[Cl:2][CH2:3][CH2:4][CH:5]1[CH2:11][N:10]([CH3:12])[C:9](=[O:13])[C:8]2[CH:14]=[CH:15][CH:16]=[N:17][C:7]=2[O:6]1.[OH-].[Na+].[F:20][C:21]1[CH:26]=[CH:25][C:24]([CH:27]([C:34]2[CH:39]=[CH:38][C:37]([F:40])=[CH:36][CH:35]=2)[CH:28]2[CH2:33][CH2:32][NH:31][CH2:30][CH2:29]2)=[CH:23][CH:22]=1>C(Cl)(Cl)Cl>[OH2:6].[ClH:2].[ClH:1].[F:40][C:37]1[CH:38]=[CH:39][C:34]([CH:27]([C:24]2[CH:23]=[CH:22][C:21]([F:20])=[CH:26][CH:25]=2)[CH:28]2[CH2:33][CH2:32][N:31]([CH2:3][CH2:4][CH:5]3[CH2:11][N:10]([CH3:12])[C:9](=[O:13])[C:8]4[CH:14]=[CH:15][CH:16]=[N:17][C:7]=4[O:6]3)[CH2:30][CH2:29]2)=[CH:35][CH:36]=1.[F:20][C:21]1[CH:26]=[CH:25][C:24]([CH:27]([CH:28]2[CH2:29][CH2:30][N:31]([CH2:3][CH2:4][CH:5]3[CH2:11][N:10]([CH3:12])[C:9](=[O:13])[C:8]4[CH:14]=[CH:15][CH:16]=[N:17][C:7]=4[O:6]3)[CH2:32][CH2:33]2)[C:34]2[CH:39]=[CH:38][C:37]([F:40])=[CH:36][CH:35]=2)=[CH:23][CH:22]=1.[ClH:2].[ClH:2] |f:0.1,2.3,6.7.8.9.10.11.12|. Procedure details: Ten grams (0.036 mole) of 2-(2-chloroethyl)-2,3-dihydro-4-methylpyrido[3,2-f]-1,4-oxazepin-5-(4H)-one hydrochloride were partitioned between dilute sodium hydroxide and chloroform. The chloroform was dried over sodium sulfate and concentrated on the rotary evaporator. The residue was dissolved in 50 ml of ethanol and 10.3 g (0.036 mole) of 4-[bis(4-fluorophenyl)-methyl]piperidine was added. The solution was heated to reflux for 18 hr and concentrated on the rotary evaporator. The residue was par... Starting materials: C(C)(=O)N1C(CC2=CC(=CC=C12)C(C)=O)=O (1,5-diacetyl-2-indolinone), BrC1=CC=C(C(=O)O)C=C1 (4-bromobenzoic acid). Yields the product C(C)(=O)N1C(C(C2=CC(=CC=C12)C(C)=O)=C(O)C1=CC=C(C=C1)Br)=O (1,5-diacetyl-3-[(4-bromophenyl)-hydroxy-methylidene]-2-indolinone). Reaction SMILES: [C:1]([N:4]1[C:12]2[C:7](=[CH:8][C:9]([C:13](=[O:15])[CH3:14])=[CH:10][CH:11]=2)[CH2:6][C:5]1=[O:16])(=[O:3])[CH3:2].[Br:17][C:18]1[CH:26]=[CH:25][C:21]([C:22](O)=[O:23])=[CH:20][CH:19]=1>>[C:1]([N:4]1[C:12]2[C:7](=[CH:8][C:9]([C:13](=[O:15])[CH3:14])=[CH:10][CH:11]=2)[C:6](=[C:22]([C:21]2[CH:25]=[CH:26][C:18]([Br:17])=[CH:19][CH:20]=2)[OH:23])[C:5]1=[O:16])(=[O:3])[CH3:2]. Reported procedure: Prepared from 1,5-diacetyl-2-indolinone and 4-bromobenzoic acid